This data is from the Open Reaction Database (ORD), a public repository of structured organic reaction records. The task is: describe an organic reaction: reactants, conditions, products, and yield Reactants: ClC=1C=CC(=C(C(=O)O)C1)OC1=CC(=CC=C1)F (5-Chloro-2-(3-fluorophenoxy)benzoic acid), Cl.N[C@@H](C)C1=CC=C(C(=O)OC)C=C1 (Methyl 4-[(1S)-1-aminoethyl]benzoate hydrochloride). Product: ClC=1C=CC(=C(C(=O)N[C@@H](C)C2=CC=C(C(=O)OC)C=C2)C1)OC1=CC(=CC=C1)F (Methyl 4-((1S)-1-{[5-chloro-2-(3-fluorophenoxy)benzoyl]amino}ethyl)benzoate). RXN SMILES: [Cl:1][C:2]1[CH:3]=[CH:4][C:5]([O:11][C:12]2[CH:17]=[CH:16][CH:15]=[C:14]([F:18])[CH:13]=2)=[C:6]([CH:10]=1)[C:7]([OH:9])=O.Cl.[NH2:20][C@H:21]([C:23]1[CH:32]=[CH:31][C:26]([C:27]([O:29][CH3:30])=[O:28])=[CH:25][CH:24]=1)[CH3:22]>>[Cl:1][C:2]1[CH:3]=[CH:4][C:5]([O:11][C:12]2[CH:17]=[CH:16][CH:15]=[C:14]([F:18])[CH:13]=2)=[C:6]([CH:10]=1)[C:7]([NH:20][C@H:21]([C:23]1[CH:32]=[CH:31][C:26]([C:27]([O:29][CH3:30])=[O:28])=[CH:25][CH:24]=1)[CH3:22])=[O:9] |f:1.2|. Procedure details: The title compound was prepared according to the procedure described in step 3 of Example 1 from 5-chloro-2-(3-fluorophenoxy)benzoic acid (step 2) and methyl 4-[(1S)-1-aminoethyl]benzoate hydrochloride (step 3 of Example 5): 1H-NMR (CDCl3) δ 8.17 (1H, d, J=2.8 Hz), 7.93 (2H, d, J=8.4 Hz), 7.65 (1H, d, J=7.4 Hz), 7.42–7.26 (4H, m), 6.94–6.88 (2H, m), 6.74–6.65 (2H, m), 5.28 (1H, dq, J=7.4, 7.3 Hz), 3.90 (3H, s), 1.48 (3H, d, J=7.3 Hz). Starting materials: BrC1=CN(C=2N=C(N=CC21)Cl)CCCN2C(C1=CC=CC=C1C2=O)=O (2-(3-(5-bromo-2-chloro-7H-pyrrolo[2,3-d]pyrimidin-7-yl)propyl)isoindoline-1,3-dione), NCCCCC(=O)O (5-aminopentanoic acid). Solvent: C1CCOC1 (THF), O (water). Run at temperature 150 celsius. The product is NCCCN1C=C(C2=C1N=C(N=C2)NCCCCC(=O)O)Br (5-((7-(3-aminopropyl)-5-bromo-7H-pyrrolo[2,3-d]pyrimidin-2-yl)amino)pentanoic acid). RXN SMILES: [Br:1][C:2]1[C:10]2[CH:9]=[N:8][C:7](Cl)=[N:6][C:5]=2[N:4]([CH2:12][CH2:13][CH2:14][N:15]2C(=O)C3C(=CC=CC=3)C2=O)[CH:3]=1.[NH2:26][CH2:27][CH2:28][CH2:29][CH2:30][C:31]([OH:33])=[O:32]>C1COCC1.O>[NH2:15][CH2:14][CH2:13][CH2:12][N:4]1[C:5]2[N:6]=[C:7]([NH:26][CH2:27][CH2:28][CH2:29][CH2:30][C:31]([OH:33])=[O:32])[N:8]=[CH:9][C:10]=2[C:2]([Br:1])=[CH:3]1. Procedure details: A solution of the crude 2-(3-(5-bromo-2-chloro-7H-pyrrolo[2,3-d]pyrimidin-7-yl)propyl)isoindoline-1,3-dione in a mixture of THF and water (10 mL, 3:2, v/v) was added 5-aminopentanoic acid (172.3 mg, 1.47 mmol). The resulting mixture was heated at 150° C. under microwave irradiation for 1 h. After the solvent was removed, the residue was dissolved in a mixture of ethanol and water (20 mL, 3:2, v/v) followed by the addition of hydrazine (1.5 mL). Then the reaction mixture was heat at 80° C. for ov... Starting materials: C(#N)C=1C=C(C=C(C1)C=O)C=1C=C2C(=CNC2=C(C1)C(=O)N)C1CCN(CC1)S(=O)(=O)CC (5-(3-cyano-5-formylphenyl)-3-[1-(ethylsulfonyl)-4-piperidinyl]-1H-indole-7-carboxamide), FC(CN)(F)F (2,2,2-trifluoroethanamine), CO (methanol), C(C)(=O)O[BH-](OC(C)=O)OC(C)=O.[Na+] (sodium triacetoxyborohydride). Reagents/catalysts: C(C)(=O)O (acetic acid). Solvent: ClCCl (dichloromethane). Reaction conditions: time 48 hour. Product: FC(C(=O)O)(F)F.C(#N)C=1C=C(C=C(C1)CNCC(F)(F)F)C=1C=C2C(=CNC2=C(C1)C(=O)N)C1CCN(CC1)S(=O)(=O)CC (5-(3-cyano-5-{[(2,2,2-trifluoroethyl)amino]methyl}phenyl)-3-[1-(ethylsulfonyl)-4-piperidinyl]-1H-indole-7-carboxamide trifluoroacetate). The yield is 6.0%. Reaction SMILES: [C:1]([C:3]1[CH:4]=[C:5]([C:11]2[CH:12]=[C:13]3[C:17](=[C:18]([C:20]([NH2:22])=[O:21])[CH:19]=2)[NH:16][CH:15]=[C:14]3[CH:23]2[CH2:28][CH2:27][N:26]([S:29]([CH2:32][CH3:33])(=[O:31])=[O:30])[CH2:25][CH2:24]2)[CH:6]=[C:7]([CH:9]=O)[CH:8]=1)#[N:2].[F:34][C:35]([F:39])([F:38])[CH2:36][NH2:37].C(O[BH-](OC(=O)C)OC(=O)C)(=[O:42])C.[Na+].[CH3:54][OH:55]>ClCCl.C(O)(=O)C>[F:34][C:35]([F:39])([F:38])[C:54]([OH:42])=[O:55].[C:1]([C:3]1[CH:4]=[C:5]([C:11]2[CH:12]=[C:13]3[C:17](=[C:18]([C:20]([NH2:22])=[O:21])[CH:19]=2)[NH:16][CH:15]=[C:14]3[CH:23]2[CH2:28][CH2:27][N:26]([S:29]([CH2:32][CH3:33])(=[O:30])=[O:31])[CH2:25][CH2:24]2)[CH:6]=[C:7]([CH2:9][NH:37][CH2:36][C:35]([F:39])([F:38])[F:34])[CH:8]=1)#[N:2] |f:2.3,7.8|. Procedure: To a solution of 5-(3-cyano-5-formylphenyl)-3-[1-(ethylsulfonyl)-4-piperidinyl]-1H-indole-7-carboxamide (52 mg, 0.11 mmol) in dichloromethane (3 mL) and methanol (1 mL) was added 20 drops of acetic acid and 2,2,2-trifluoroethanamine (53 μL, 0.66 mmol). The mixture was stirred for 48 h followed by addition of sodium triacetoxyborohydride (140 mg, 0.66 mmol). The mixture was then stirred for 48 h. The resulting reaction was quenched with sodium biocarbonate and brine was added. The organic layer w... Starting materials: C(C)OC(=O)C1=C(SC(=C1)CC(F)(F)F)N (2-Amino-5-(2,2,2-trifluoro-ethyl)-thiophene-3-carboxylic acid ethyl ester), N(=O)OC(C)(C)C (t-butyl nitrite). Reagents/catalysts: [Cu](Cl)Cl (copper (II) chloride). Run in IMS. Reaction conditions: time 1.5 hour. Yields the product C(C)OC(=O)C1=CSC(=C1)CC(F)(F)F (5-(2,2,2-Trifluoro-ethyl)-thiophene-3-carboxylic acid ethyl ester). Yield: 74.8%. As a reaction SMILES: [CH2:1]([O:3][C:4]([C:6]1[CH:10]=[C:9]([CH2:11][C:12]([F:15])([F:14])[F:13])[S:8][C:7]=1N)=[O:5])[CH3:2].N(OC(C)(C)C)=O>[Cu](Cl)Cl>[CH2:1]([O:3][C:4]([C:6]1[CH:10]=[C:9]([CH2:11][C:12]([F:15])([F:13])[F:14])[S:8][CH:7]=1)=[O:5])[CH3:2]. Procedure: 2-Amino-5-(2,2,2-trifluoro-ethyl)-thiophene-3-carboxylic acid ethyl ester (1.76 g, 6.96 mmol) was added to a suspension of t-butyl nitrite (10.4 mmol) and copper (II) chloride (26.8 mmol) in IMS (50 mL). The reaction mixture was stirred for 1.5 hours then quenched with saturated aqueous ammonium chloride (7 mL). The solvent was removed under vacuum and the residue partitioned between DCM and water. The organic solution was separated and dried over magnesium sulphate, filtered and the solvent eva... The product is Cc1cccc(Oc2cccc(CCl)c2)n1. Reaction SMILES: [C:21](=[O:22])([OH:23])[O-:24].[CH3:1][c:2]1[cH:3][cH:4][cH:5][c:6]([O:8][c:9]2[cH:10][c:11]([CH2:15][OH:16])[cH:12][cH:13][cH:14]2)[n:7]1.[Cl:26][CH2:27][Cl:28].[Na+:25].[S:17]([Cl:18])([Cl:19])=[O:20]>>[CH3:1][c:2]1[cH:3][cH:4][cH:5][c:6]([O:8][c:9]2[cH:10][c:11]([CH2:15][Cl:19])[cH:12][cH:13][cH:14]2)[n:7]1. The reactants are O=C([O-])O, Cc1cccc(Oc2cccc(CO)c2)n1, ClCCl, [Na+], O=S(Cl)Cl. Reactants: O (water), C(=O)([O-])[O-].[K+].[K+] (K2CO3), BrCCCCCCC(=O)OCC (ethyl 7-bromoheptanoate), C(C)(=O)OCCC1=CC=2C(=NC(=C(N2)C2=CC=C(C=C2)C)C2=CC=C(C=C2)C)N1 (2-(2,3-Dip-tolyl-5H-pyrrolo[2,3-b]pyrazin-6-yl)ethyl acetate). Solvent: CN(C)C=O (DMF). Run at time 16 hour. Yields the product C(C)(=O)OCCC1=CC=2C(=NC(=C(N2)C2=CC=C(C=C2)C)C2=CC=C(C=C2)C)N1CCCCCCC(=O)OCC (Ethyl 7-(6-(2-acetoxyethyl)-2,3-di-p-tolyl-5H-pyrrolo[2,3-b]pyrazin-5-yl)heptanoate). Reaction SMILES: [C:1]([O:4][CH2:5][CH2:6][C:7]1[NH:29][C:10]2=[N:11][C:12]([C:22]3[CH:27]=[CH:26][C:25]([CH3:28])=[CH:24][CH:23]=3)=[C:13]([C:15]3[CH:20]=[CH:19][C:18]([CH3:21])=[CH:17][CH:16]=3)[N:14]=[C:9]2[CH:8]=1)(=[O:3])[CH3:2].C([O-])([O-])=O.[K+].[K+].Br[CH2:37][CH2:38][CH2:39][CH2:40][CH2:41][CH2:42][C:43]([O:45][CH2:46][CH3:47])=[O:44].O>CN(C=O)C>[C:1]([O:4][CH2:5][CH2:6][C:7]1[N:29]([CH2:37][CH2:38][CH2:39][CH2:40][CH2:41][CH2:42][C:43]([O:45][CH2:46][CH3:47])=[O:44])[C:10]2=[N:11][C:12]([C:22]3[CH:23]=[CH:24][C:25]([CH3:28])=[CH:26][CH:27]=3)=[C:13]([C:15]3[CH:20]=[CH:19][C:18]([CH3:21])=[CH:17][CH:16]=3)[N:14]=[C:9]2[CH:8]=1)(=[O:3])[CH3:2] |f:1.2.3|. Reported procedure: 2-(2,3-Dip-tolyl-5H-pyrrolo[2,3-b]pyrazin-6-yl)ethyl acetate (step 3) (12 mg, 0.031 mmol) was dissolved in dry DMF (1 ml) at RT and treated with K2CO3 (12.91 mg, 0.093 mmol) and ethyl 7-bromoheptanoate (0.012 ml, 0.062 mmol). The resulting brown suspension was stirred at RT for 16 hours. The mixture was then heated at 60° C. for 5 hours and after cooling to RT, stirred overnight. The mixture was added to water (30 ml) and extracted with DCM (×3). The combined organic extracts were passed through... Reactants: CC(CCCO)(C)NC(=O)OCC1=CC=C(C=C1)[N+](=O)[O-] (4-methyl-4-(p-nitrobenzyloxycarbonyl)aminopentanol), C1(=CC=C(C=C1)S(=O)(=O)Cl)C (p-toluenesulfonyl chloride). Solvent: N1=CC=CC=C1 (pyridine), C(C)OCC (diethyl ether), O (water). Reaction conditions: time 8 hour. The product is C1(=CC=C(C=C1)S(=O)(=O)OCCCC(C)(NC(=O)OCC1=CC=C(C=C1)[N+](=O)[O-])C)C (5-p-toluenesulfonyloxy-2-methyl-2-(p-nitrobenzyloxycarbonyl)aminopentane). As a reaction SMILES: [CH3:1][C:2]([NH:8][C:9]([O:11][CH2:12][C:13]1[CH:18]=[CH:17][C:16]([N+:19]([O-:21])=[O:20])=[CH:15][CH:14]=1)=[O:10])([CH3:7])[CH2:3][CH2:4][CH2:5][OH:6].[C:22]1([CH3:32])[CH:27]=[CH:26][C:25]([S:28](Cl)(=[O:30])=[O:29])=[CH:24][CH:23]=1>N1C=CC=CC=1.C(OCC)C.O>[C:22]1([CH3:32])[CH:27]=[CH:26][C:25]([S:28]([O:6][CH2:5][CH2:4][CH2:3][C:2]([CH3:1])([NH:8][C:9]([O:11][CH2:12][C:13]2[CH:14]=[CH:15][C:16]([N+:19]([O-:21])=[O:20])=[CH:17][CH:18]=2)=[O:10])[CH3:7])(=[O:30])=[O:29])=[CH:24][CH:23]=1. Procedure: A mixture of 4-methyl-4-(p-nitrobenzyloxycarbonyl)aminopentanol (1.63 g) and p-toluenesulfonyl chloride (2.3 g) in pyridine (17 ml) was allowed to stand at 5° C. overnight. The reaction mixture was diluted with diethyl ether and water, washed successively with dilute hydrochloric acid, aqueous sodium bicarbonate and water, dried over anhydrous sodium sulfate and evaporated to give 5-p-toluenesulfonyloxy-2-methyl-2-(p-nitrobenzyloxycarbonyl)aminopentane. The reactants are [BH4-].[Na+] (sodium borohydride), C(C)(C)(C)OC(=O)N[C@H](C(C=C)=O)CC1=CC=CC=C1 ((4S)-4-(t-Butyloxycarbonylamino)-5-phenyl-1-penten-3-one), CO (methanol), O.O.O.O.O.O.O.[Cl-].[Ce+3].[Cl-].[Cl-] (cerium(III) chloride heptahydrate). The solvent is C(C)O (ethanol), C(C)(=O)OCC (ethyl acetate), ClCCl (dichloromethane), CCCCCC (hexane). Reaction conditions: time 1 hour. Yields the product C(C)(C)(C)OC(=O)N[C@H]([C@@H](C=C)O)CC1=CC=CC=C1 ((3R,4S)-4-(t-Butyloxycarbonylamino)-3-hydroxy-5-phenyl-1-pentene). Yield: 51.8%. RXN SMILES: [C:1]([O:5][C:6]([NH:8][C@@H:9]([CH2:14][C:15]1[CH:20]=[CH:19][CH:18]=[CH:17][CH:16]=1)[C:10](=[O:13])[CH:11]=[CH2:12])=[O:7])([CH3:4])([CH3:3])[CH3:2].CO.O.O.O.O.O.O.O.[Cl-].[Ce+3].[Cl-].[Cl-].[BH4-].[Na+]>ClCCl.C(O)C.C(OCC)(=O)C.CCCCCC>[C:1]([O:5][C:6]([NH:8][C@@H:9]([CH2:14][C:15]1[CH:16]=[CH:17][CH:18]=[CH:19][CH:20]=1)[C@H:10]([OH:13])[CH:11]=[CH2:12])=[O:7])([CH3:2])([CH3:3])[CH3:4] |f:2.3.4.5.6.7.8.9.10.11.12,13.14|. Procedure: A solution of 3.03 g (11 mmol) of the resultant compound of Example 1 in 120 ml of 1:1 dichloromethane:methanol was cooled to 0° C., and treated with 4.10 g (11 mmol) of cerium(III) chloride heptahydrate. The resulting solution was immediately cooled to -78° and treated slowly with a solution of 0.63 g (16.5 mmol) of sodium borohydride in 15 ml of ethanol in such a way that the ethanolic solution was precooled by the side of the flask. After 1 h, the solution was quenched by addition of aqueous ...